Dataset: the Open Reaction Database (ORD), a public repository of structured organic reaction records. Task: describe an organic reaction: reactants, conditions, products, and yield Reactants: Cl.Cl.COC1=CC=C(C=C1)N1CCNCC1 (1-(4-methoxyphenyl)piperazine dihydrochloride), C(CC1=CC=CC=C1)S(=O)(=O)Cl (phenethylsulfonyl chloride), C(CC(C)C)(=O)Cl (isovaleryl chloride), FC1=C(C=C(C(=C1)OC)F)N1CCNCC1 (1-(2,5-difluoro-4-methoxyphenyl)-piperazine). The product is FC1=C(C=C(C(=C1)OC)F)N1CCN(CC1)S(=O)(=O)CCC1=CC=CC=C1 (4-(2,5-difluoro-4-methoxyphenyl)-1-phenethylsulfonylpiperazine). The yield is 101.3%. Reaction SMILES: Cl.Cl.COC1C=CC(N2CCNCC2)=CC=1.C(Cl)(=O)CC(C)C.[F:24][C:25]1[CH:30]=[C:29]([O:31][CH3:32])[C:28]([F:33])=[CH:27][C:26]=1[N:34]1[CH2:39][CH2:38][NH:37][CH2:36][CH2:35]1.[CH2:40]([S:48](Cl)(=[O:50])=[O:49])[CH2:41][C:42]1[CH:47]=[CH:46][CH:45]=[CH:44][CH:43]=1>>[F:24][C:25]1[CH:30]=[C:29]([O:31][CH3:32])[C:28]([F:33])=[CH:27][C:26]=1[N:34]1[CH2:39][CH2:38][N:37]([S:48]([CH2:40][CH2:41][C:42]2[CH:47]=[CH:46][CH:45]=[CH:44][CH:43]=2)(=[O:50])=[O:49])[CH2:36][CH2:35]1 |f:0.1.2|. Procedure: Production Example 3 was repeated except that 1-(4-methoxyphenyl)piperazine dihydrochloride and isovaleryl chloride were replaced with 1-(2,5-difluoro-4-methoxyphenyl)-piperazine (228 mg) and phenethylsulfonyl chloride (409 mg), respectively, to provide crude 4-(2,5-difluoro-4-methoxyphenyl)-1-phenethylsulfonylpiperazine (401 mg). As a reaction SMILES: [CH2:1]([CH3:2])[N:3]1[CH2:4][CH2:5][N:6]([c:9]2[n:10][cH:11][c:12]([N+:15]([O-:16])=[O:17])[cH:13][cH:14]2)[CH2:7][CH2:8]1.[CH3:18][OH:19]>>[CH2:1]([CH3:2])[N:3]1[CH2:4][CH2:5][N:6]([c:9]2[n:10][cH:11][c:12]([NH2:15])[cH:13][cH:14]2)[CH2:7][CH2:8]1. Product: CCN1CCN(c2ccc(N)cn2)CC1. The reactants are CCN1CCN(c2ccc([N+](=O)[O-])cn2)CC1, CO. The reactants are C(=O)([O-])C(O)C(O)C(=O)[O-].[K+].[Na+] (sodium potassium tartrate), C(C)OCC (diethyl ether), ClC1=CC=C(C=C1)N1C(=C(C=C1)C(F)(F)F)C(=O)OC (methyl 1-(4-chlorophenyl)-3-(trifluoromethyl)-1H-pyrrole-2-carboxylate), [H-].[H-].[H-].[H-].[Li+].[Al+3] (LAH), solution. Run in C1CCOC1 (THF), C1CCOC1 (THF). Reaction conditions: time 1 hour. The product is ClC1=CC=C(C=C1)N1C(=C(C=C1)C(F)(F)F)CO ((1-(4-chlorophenyl)-3-(trifluoromethyl)-1H-pyrrol-2-yl)methanol). As a reaction SMILES: [Cl:1][C:2]1[CH:7]=[CH:6][C:5]([N:8]2[CH:12]=[CH:11][C:10]([C:13]([F:16])([F:15])[F:14])=[C:9]2[C:17](OC)=[O:18])=[CH:4][CH:3]=1.[H-].[H-].[H-].[H-].[Li+].[Al+3].C(C(C(C([O-])=O)O)O)([O-])=O.[K+].[Na+].C(OCC)C>C1COCC1>[Cl:1][C:2]1[CH:3]=[CH:4][C:5]([N:8]2[CH:12]=[CH:11][C:10]([C:13]([F:14])([F:15])[F:16])=[C:9]2[CH2:17][OH:18])=[CH:6][CH:7]=1 |f:1.2.3.4.5.6,7.8.9|. Procedure details: To a solution of the product prepared in Step C (500 mg, 1.48 mmol, 1 eq) in THF (10 mL) at 0° C. under N2 was added LAH (1.48 mL of a 2 M solution in THF, 2.96 mmol, 2 eq). After 1 hr, saturated sodium potassium tartrate (5 mL) was added dropwise at first, the solution was warmed to room temperature, diethyl ether was added, the solution decanted from the solid, washed with brine, dried over MgSO4 and concentrated to yield (1-(4-chlorophenyl)-3-(trifluoromethyl)-1H-pyrrol-2-yl)methanol.